This data is from the Open Reaction Database (ORD), a public repository of structured organic reaction records. The task is: describe an organic reaction: reactants, conditions, products, and yield Reported procedure: The title compound was synthesized by General Procedure 9 using 2-fluoro-3-hydroxypyridine. 1H NMR (DMSO-d6. 400 MHz) δ 7.41 (dd, 1H, J=5.0 Hz, J=7.6 Hz), 7.51 (ddd, 1H, J=1.1 Hz, J=4.9 Hz, J=7.8 Hz), 8.09 (ddd, 1H, J=1.7 Hz, J=7.8 Hz, J=9.7 Hz), 8.19 (td, 1H, J=1.6 Hz, J=4.9 Hz), 8.42 (dd, 1H, J=1.9 Hz, J=5.0 Hz), 8.50 (dd, 1H, J=1.9 Hz, J=7.6 Hz); RP-HPLC (Hypersil®1-100 C18, 5 μm, 100 Å, 10 cm; 5%-100% acetonitrile-0.1M ammonium acetate over 5 min. 2 mL/min), then 100% acetonitrile isocratic ... Reactants: FC1=NC=CC=C1O (2-fluoro-3-hydroxypyridine), CO[C@H]1[C@@H](C[C@@H]2CN3CCC4=C([C@H]3C[C@@H]2[C@@H]1C(=O)OC)NC5=C4C=CC(=C5)OC)OC(=O)C6=CC(=C(C(=C6)OC)OC)OC (Hypersil), C(C)#N (acetonitrile), C(C)#N (acetonitrile). Product: FC1=NC=CC=C1OC1=C(C#N)C=CC=N1 (2-(2-Fluoropyridin-3-yloxy)nicotinonitrile). As a reaction SMILES: [F:1][C:2]1[C:7]([OH:8])=[CH:6][CH:5]=[CH:4][N:3]=1.CO[C@@H]1[C@@H](C(OC)=O)[C@@H:23]2[C@@H:14]([CH2:15][N:16]3[C@H:21]([CH2:22]2)C2NC4C=C(OC)C=CC=4C=2CC3)[CH2:13][C@H]1OC(C1C=C(OC)C(OC)=C(OC)C=1)=O.C(#[N:55])C>>[F:1][C:2]1[C:7]([O:8][C:15]2[N:16]=[CH:21][CH:22]=[CH:23][C:14]=2[C:13]#[N:55])=[CH:6][CH:5]=[CH:4][N:3]=1. Reactants: Cl.C(N)(OCC(C1=C(C=CC=C1)C(F)(F)F)N)=O (2-Amino-2-[2-(trifluoromethyl)phenyl]ethyl carbamate hydrochloride), ClC1=CC=C(C=C1)C1=NN(C(N1CC1=C(C=CC=C1)F)=O)CC(=O)O ([3-(4-chlorophenyl)-4-(2-fluorobenzyl)-5-oxo-4,5-dihydro-1H-1,2,4-triazol-1-yl]acetic acid), C(CCl)Cl (EDC), C=1C=CC2=C(C1)N=NN2O (HOBt), Cl (hydrochloric acid). Run in CN(C)C=O (DMF). Run at time 20 minute. Product: C(N)(OCC(C1=C(C=CC=C1)C(F)(F)F)NC(CN1N=C(N(C1=O)CC1=C(C=CC=C1)F)C1=CC=C(C=C1)Cl)=O)=O (2-({[3-(4-Chlorophenyl)-4-(2-fluorobenzyl)-5-oxo-4,5-dihydro-1 H-1,2,4-triazol-1-yl]acetyl}amino)-2-[2-(trifluoromethyl)phenyl]ethyl carbamate). RXN SMILES: [Cl:1][C:2]1[CH:7]=[CH:6][C:5]([C:8]2[N:12]([CH2:13][C:14]3[CH:19]=[CH:18][CH:17]=[CH:16][C:15]=3[F:20])[C:11](=[O:21])[N:10]([CH2:22][C:23]([OH:25])=O)[N:9]=2)=[CH:4][CH:3]=1.C(Cl)CCl.C1C=CC2N(O)N=NC=2C=1.Cl.[C:41](=[O:57])([O:43][CH2:44][CH:45]([NH2:56])[C:46]1[CH:51]=[CH:50][CH:49]=[CH:48][C:47]=1[C:52]([F:55])([F:54])[F:53])[NH2:42].Cl>CN(C=O)C>[C:41](=[O:57])([O:43][CH2:44][CH:45]([NH:56][C:23](=[O:25])[CH2:22][N:10]1[C:11](=[O:21])[N:12]([CH2:13][C:14]2[CH:19]=[CH:18][CH:17]=[CH:16][C:15]=2[F:20])[C:8]([C:5]2[CH:4]=[CH:3][C:2]([Cl:1])=[CH:7][CH:6]=2)=[N:9]1)[C:46]1[CH:51]=[CH:50][CH:49]=[CH:48][C:47]=1[C:52]([F:55])([F:53])[F:54])[NH2:42] |f:3.4|. Procedure: A quantity of 30 mg (0.08 mmol) of [3-(4-chlorophenyl)-4-(2-fluorobenzyl)-5-oxo-4,5-dihydro-1H-1,2,4-triazol-1-yl]acetic acid (preparation according to WO2007/134862, Example 154A) was dissolved in 1 ml of DMF, and the solution was admixed with 21 mg (0.11 mmol) of EDC and with 15 mg (0.11 mmol) of HOBt and subsequently stirred at room temperature for 20 minutes. Then 23 mg (0.09 mmol) of the compound from Example 180A were added and the mixture was left with stirring at room temperature for 16 ... Run in CN(C=O)C (N,N-dimethylformamide), C1(=CC=CC=C1)C (toluene), CN(C=O)C (N,N-dimethylformamide), O (water). As a reaction SMILES: Cl.[NH2:2][C:3]([NH2:5])=[NH:4].C[O-].[Na+].C([O:12][C@@H:13]1[C@@H:34]([O:35]C(=O)C)[C@H:33]([O:39]C(=O)C)[C@@H:32]([C:43]([OH:45])=[O:44])[O:31][C@H:14]1[O:15][C:16]1[CH:24]=[C:23]2[C:19]([CH:20]=[C:21]([C:26](OCC)=[O:27])[N:22]2[CH3:25])=[CH:18][CH:17]=1)(=O)C.[CH3:46][S:47]([OH:50])(=[O:49])=[O:48]>CN(C)C=O.O.C1(C)C=CC=CC=1>[CH3:46][S:47]([OH:50])(=[O:49])=[O:48].[O:15]([C:16]1[CH:24]=[C:23]2[C:19]([CH:20]=[C:21]([C:26]([NH:4][C:3]([NH2:5])=[NH:2])=[O:27])[N:22]2[CH3:25])=[CH:18][CH:17]=1)[C@@H:14]1[O:31][C@H:32]([C:43]([OH:45])=[O:44])[C@@H:33]([OH:39])[C@H:34]([OH:35])[C@H:13]1[OH:12] |f:0.1,2.3,9.10|. Product: CS(=O)(=O)O.O([C@H]1[C@H](O)[C@@H](O)[C@H](O)[C@H](O1)C(=O)O)C1=CC=C2C=C(N(C2=C1)C)C(=O)NC(=N)N ([2-[[[amino(imino)methyl]amino]carbonyl]-1-methyl-1H-indol-6-yl] β-D-glucopyranosideuronic acid methanesulfonate). The yield is 47.4%. Run at time 1 hour. Starting materials: Cl.NC(=N)N (Guanidine hydrochloride), C[O-].[Na+] (sodium methoxide), CS(=O)(=O)O (methanesulfonic acid), C(C)(=O)O[C@H]1[C@H](OC2=CC=C3C=C(N(C3=C2)C)C(=O)OCC)O[C@@H]([C@H]([C@@H]1OC(C)=O)OC(C)=O)C(=O)O ((2-ethoxycarbonyl-1-methyl-1H-indol-6-yl) 2,3,4-tri-O-acetyl-β-D-glucopyranosideuronic acid). Procedure: Guanidine hydrochloride (6.23 g, 65.2 mmol) was added to a mixture of sodium methoxide (3.52 g, 65.2 mmol) and N,N-dimethylformamide (25 ml), and the resulting mixture was stirred at room temperature for 1 hour. The solid precipitated was filtered off and a solution of (2-ethoxycarbonyl-1-methyl-1H-indol-6-yl) 2,3,4-tri-O-acetyl-β-D-glucopyranosideuronic acid (1.70 g, 3.26 mmol) in N,N-dimethylformamide (9 ml) was added to the filtrate obtained, followed by stirring at room temperature for 7 hou... Reactants: O=C(n1ccnc1)n1ccnc1, C=CCCCCN(C)C(=O)C1CC(Oc2cc(-c3nc(C(C)C)cs3)nc3c(Cl)c(OC)ccc23)CN1, ClCCl, Cl. The product is C=CCCCCN(C)C(=O)C1CC(Oc2cc(-c3nc(C(C)C)cs3)nc3c(Cl)c(OC)ccc23)CN1C(=O)n1ccnc1. As a reaction SMILES: [C:39](=[O:40])([n:41]1[cH:42][n:43][cH:44][cH:45]1)[n:46]1[cH:47][cH:48][n:49][cH:50]1.[Cl:2][c:3]1[c:4]([O:37][CH3:38])[cH:5][cH:6][c:7]2[c:8]([O:21][CH:22]3[CH2:23][CH:24]([C:27](=[O:28])[N:29]([CH3:30])[CH2:31][CH2:32][CH2:33][CH2:34][CH:35]=[CH2:36])[NH:25][CH2:26]3)[cH:9][c:10](-[c:13]3[s:14][cH:15][c:16]([CH:18]([CH3:19])[CH3:20])[n:17]3)[n:11][c:12]12.[Cl:51][CH2:52][Cl:53].[ClH:1]>>[Cl:2][c:3]1[c:4]([O:37][CH3:38])[cH:5][cH:6][c:7]2[c:8]([O:21][CH:22]3[CH2:23][CH:24]([C:27](=[O:28])[N:29]([CH3:30])[CH2:31][CH2:32][CH2:33][CH2:34][CH:35]=[CH2:36])[N:25]([C:39](=[O:40])[n:41]4[cH:42][n:43][cH:44][cH:45]4)[CH2:26]3)[cH:9][c:10](-[c:13]3[s:14][cH:15][c:16]([CH:18]([CH3:19])[CH3:20])[n:17]3)[n:11][c:12]12. Starting materials: C=C(CO)CO (2-Methylenepropane-1,3-diol), C(CCCCCCCCCCCCCCC)OC(=O)Cl (hexadecyloxycarbonylchloride), N1=CC=CC=C1 (pyridine). Run in C(Cl)Cl (methylene chloride). Reaction conditions: temperature 22 celsius, time 2.5 hour. Yields the product C(CCCCCCCCCCCCCCC)OC(=O)OCC(CO)=C (3-Hexadecyloxycarbonyloxy-2-methylenepropan-1-ol). Reaction SMILES: [CH2:1]=[C:2]([CH2:5][OH:6])[CH2:3][OH:4].[CH2:7]([O:23][C:24](Cl)=[O:25])[CH2:8][CH2:9][CH2:10][CH2:11][CH2:12][CH2:13][CH2:14][CH2:15][CH2:16][CH2:17][CH2:18][CH2:19][CH2:20][CH2:21][CH3:22].N1C=CC=CC=1>C(Cl)Cl>[CH2:7]([O:23][C:24]([O:4][CH2:3][C:2](=[CH2:1])[CH2:5][OH:6])=[O:25])[CH2:8][CH2:9][CH2:10][CH2:11][CH2:12][CH2:13][CH2:14][CH2:15][CH2:16][CH2:17][CH2:18][CH2:19][CH2:20][CH2:21][CH3:22]. Reported procedure: 2-Methylenepropane-1,3-diol (5.0 g), hexadecyloxycarbonylchloride (17.4 g) and pyridine (4.4 g) was dissolved in methylene chloride (60 ml). The mixture was stirred for 2.5 hours at 22° C. The mixture was purified through a column of silica gel 60 (70-230 mesh, 30 g), eluting with ether/chloroform 1:1. Further purification was achieved by chromatography on a Waters PrepLC®-System 500A using a PrepPAK®-500-SILICA cartridge with ether/chloroform/pentane 1:1:3 as eluent. Reactants: C1(=CC=CC=C1)COC(=O)NCC(=O)N1[C@H](CCCC1)C(=O)OC (Methyl (2R)-1-(N-{[(phenylmethyl)oxy]carbonyl}glycyl)-2-piperidinecarboxylate). Solvent: CO (MeOH). Yields the product C1([C@@H]2N(C(CN1)=O)CCCC2)=O ((9aR)-tetrahydro-2H-pyrido[1,2-a]pyrazine-1,4(3H,6H)-dione). Isolated yield 76.3%. As a reaction SMILES: C1(COC([NH:11][CH2:12][C:13]([N:15]2[CH2:20][CH2:19][CH2:18][CH2:17][C@@H:16]2[C:21]([O:23]C)=O)=[O:14])=O)C=CC=CC=1>CO>[C:21]1(=[O:23])[NH:11][CH2:12][C:13](=[O:14])[N:15]2[CH2:20][CH2:19][CH2:18][CH2:17][C@H:16]12. Procedure details: Methyl (2R)-1-(N-{[(phenylmethyl)oxy]carbonyl}glycyl)-2-piperidinecarboxylate (2.029 g, 6.068 mmol) was dissolved in MeOH (30 mL), degassed and placed under argon. 10% Pd/C (610 mg) was added, and the contents were thoroughly degassed and placed under a hydrogen balloon for 3 h. The contents were then degassed, and the Pd/C was removed by filtration through Celite, washing with MeOH. The filtrate was concentrated in vacuo to provide pure (9aR)-tetrahydro-2H-pyrido[1,2-a]pyrazine-1,4(3H,6H)-dione... Reactants: C(C#C)(=O)OC (methyl propiolate), [Br-].[Br-].[Br-].[Al+3] (aluminum tribromide), C(C)(=O)O[C@H]1C[C@@H](CC2=CC[C@H]3[C@@H]4CC/C(=C/C)/[C@]4(CC[C@@H]3[C@@]12C)C)OC(C)=O (Z-pregna-5,17(20)-diene-1α,3β-diol diacetate). The solvent is C(Cl)Cl (methylene chloride), C(Cl)Cl (methylene chloride). Conditions: time 15 minute. The product is COC(C=C[C@@H](C)C1=CC[C@H]2[C@@H]3CC=C4C[C@H](C[C@@H]([C@]4(C)[C@H]3CC[C@]12C)OC(C)=O)OC(C)=O)=O (1α,3β-Diacetyloxychola-5,16,22-trien-24-oic Acid Methyl Ester). RXN SMILES: [C:1]([O:5][CH3:6])(=[O:4])[C:2]#[CH:3].[Br-].[Br-].[Br-].[Al+3].[C:11]([O:14][C@@H:15]1[C@@:33]2([CH3:34])[C:19](=[CH:20][CH2:21][C@@H:22]3[C@@H:32]2[CH2:31][CH2:30][C@@:29]2([CH3:35])[C@H:23]3[CH2:24][CH2:25]/[C:26]/2=[CH:27]/[CH3:28])[CH2:18][C@@H:17]([O:36][C:37](=[O:39])[CH3:38])[CH2:16]1)(=[O:13])[CH3:12]>C(Cl)Cl>[CH3:6][O:5][C:1](=[O:4])[CH:2]=[CH:3][C@H:27]([C:26]1[C@:29]2([CH3:35])[C@H:23]([C@H:22]3[C@H:32]([CH2:31][CH2:30]2)[C@:33]2([CH3:34])[C:19]([CH2:18][C@@H:17]([O:36][C:37](=[O:39])[CH3:38])[CH2:16][C@@H:15]2[O:14][C:11](=[O:13])[CH3:12])=[CH:20][CH2:21]3)[CH2:24][CH:25]=1)[CH3:28] |f:1.2.3.4|. Reported procedure: To a stirred solution of 0.13 ml (1.5 mmol) of methyl propiolate in 10 ml of dry methylene chloride (over 4 A molecular sieves) under a nitrogen atmosphere was added 0.954 g (3.5 mmol) of aluminum tribromide. Immediately thereafter was added 398 mg (1 mmol) of Z-pregna-5,17(20)-diene-1α,3β-diol diacetate dissolved in 10 ml dry methylene chloride. The orange-colored solution was stirred for 15 min. A 2-ml sample was quenched with 5 ml of 10% aqueous potassium sodium tartrate salts. Analysis of th...